From a dataset of the Open Reaction Database (ORD), a public repository of structured organic reaction records. describe an organic reaction: reactants, conditions, products, and yield The reactants are CCOC(=O)c1ccccc1Oc1cc2nc(-c3ccccn3)[nH]c2cc1Oc1ccc(S(C)(=O)=O)cc1, FC1CCNC1. The product is CS(=O)(=O)c1ccc(Oc2cc3nc(-c4ccccn4)[nH]c3cc2N2CCC(F)C2)cc1. As a reaction SMILES: [CH2:1]([O:2][C:3]([c:4]1[cH:5][cH:6][cH:7][cH:8][c:35]1[O:36][c:9]1[cH:10][c:11]2[c:12]([nH:13][c:14](-[c:16]3[n:17][cH:18][cH:19][cH:20][cH:21]3)[n:15]2)[cH:22][c:23]1[O:24][c:25]1[cH:26][cH:27][c:28]([S:31](=[O:32])(=[O:33])[CH3:34])[cH:29][cH:30]1)=[O:37])[CH3:38].[F:39][CH:40]1[CH2:41][NH:42][CH2:43][CH2:44]1>>[c:9]1([N:42]2[CH2:41][CH:40]([F:39])[CH2:44][CH2:43]2)[cH:10][c:11]2[c:12]([n:13][c:14](-[c:16]3[n:17][cH:18][cH:19][cH:20][cH:21]3)[nH:15]2)[cH:22][c:23]1[O:24][c:25]1[cH:26][cH:27][c:28]([S:31](=[O:32])(=[O:33])[CH3:34])[cH:29][cH:30]1.